This data is from the Open Reaction Database (ORD), a public repository of structured organic reaction records. The task is: describe an organic reaction: reactants, conditions, products, and yield Reactants: CC1(NCNC(C1)C)C (4,4,6-trimethyl hexahydropyrimidine). The reagents and catalysts are [Co]=O (cobalt oxide). Yields the product CC1(NC=NC(C1)C)C (4,4,6-trimethyl-3,4,5,6-tetrahydropyrimidine). The yield is 10.0%. RXN SMILES: [CH3:1][C:2]1([CH3:9])[CH2:7][CH:6]([CH3:8])[NH:5][CH2:4][NH:3]1>[Co]=O>[CH3:1][C:2]1([CH3:9])[CH2:7][CH:6]([CH3:8])[N:5]=[CH:4][NH:3]1. Reported procedure: Heating a mixture of 12.6 g of 4,4,6-trimethyl hexahydropyrimidine and 0.5 g. of cobalt oxide on kieselguhr for 9 hrs. at 185°-190° C. yielded 10% of 4,4,6-trimethyl-3,4,5,6-tetrahydropyrimidine. Starting materials: ClS(=O)(=O)O (chlorosulphonic acid), NC1=CC=CC=C1 (aniline). The solvent is C(Cl)Cl (methylene chloride). Run at temperature -5 celsius. The product is C1(=CC=CC=C1)NS(=O)(=O)Cl (Phenylsulphamoyl Chloride). RXN SMILES: [Cl:1][S:2]([OH:5])(=O)=[O:3].[NH2:6][C:7]1[CH:12]=[CH:11][CH:10]=[CH:9][CH:8]=1>C(Cl)Cl>[C:7]1([NH:6][S:2]([Cl:1])(=[O:5])=[O:3])[CH:12]=[CH:11][CH:10]=[CH:9][CH:8]=1. Procedure: 25.2 g of chlorosulphonic acid are added slowly to a solution of 60.6 g of aniline in 316 ml of methylene chloride cooled to −5° C. When the addition is complete, the mixture is allowed to return to ambient temperature and the precipitate obtained is filtered off. After drying, the precipitate is taken up in 231 ml of toluene, and 45.1 g of phosphorus pentachloride are added gradually. The mixture is then refluxed for 3 hours 30 minutes and, after returning to ambient temperature, the precipitat... Starting materials: COC=1C=CC(=C(C1)NC(C)=O)C (N-(5-methoxy-2-methylphenyl)acetamide), BrBr (Br2). Run in C(C)(=O)O (acetic acid). Run at temperature 50 celsius, time 5 hour. Product: BrC1=CC(=C(C=C1OC)NC(C)=O)C (N-(4-bromo-5-methoxy-2-methylphenyl)acetamide). RXN SMILES: [CH3:1][O:2][C:3]1[CH:4]=[CH:5][C:6]([CH3:13])=[C:7]([NH:9][C:10](=[O:12])[CH3:11])[CH:8]=1.[Br:14]Br>C(O)(=O)C>[Br:14][C:4]1[C:3]([O:2][CH3:1])=[CH:8][C:7]([NH:9][C:10](=[O:12])[CH3:11])=[C:6]([CH3:13])[CH:5]=1. Reported procedure: To a solution of N-(5-methoxy-2-methylphenyl)acetamide in acetic acid (40 mL) was added Br2 (3 g, 19 mmol) slowly. The mixture was capped and stirred at 50° C. for 5 hours. The reaction was cooled to room temperature, then quenched with sodium sulfite aqueous solution, and extracted with ethyl acetate (3×50 mL). The combined organic layer was dried over Na2SO4 and concentrated to give crude N-(4-bromo-5-methoxy-2-methylphenyl)acetamide as a brown oil, which was used in the next step without furt... The reactants are COC(=O)C=Cc1nn(C2CCCCC2)c(-c2ccc(OCc3ccccc3)cc2)c1Br, O=C(O)C=Cc1cc(-c2ccc(OCc3ccccc3)cc2)n(C2CCCCC2)n1. The product is O=C(O)C=Cc1nn(C2CCCCC2)c(-c2ccc(OCc3ccccc3)cc2)c1Br. RXN SMILES: [CH2:31]([c:32]1[cH:33][cH:34][cH:35][cH:36][cH:37]1)[O:38][c:39]1[cH:40][cH:41][c:42](-[c:45]2[c:46]([Br:62])[c:47]([CH:56]=[CH:57][C:58](=[O:59])[O:60][CH3:61])[n:48][n:49]2[CH:50]2[CH2:51][CH2:52][CH2:53][CH2:54][CH2:55]2)[cH:43][cH:44]1.[CH:1]1([n:2]2[c:3](-[c:4]3[cH:5][cH:6][c:7]([O:8][CH2:9][c:10]4[cH:11][cH:12][cH:13][cH:14][cH:15]4)[cH:16][cH:17]3)[cH:18][c:19]([CH:20]=[CH:21][C:22]([OH:23])=[O:24])[n:25]2)[CH2:26][CH2:27][CH2:28][CH2:29][CH2:30]1>>[CH2:31]([c:32]1[cH:33][cH:34][cH:35][cH:36][cH:37]1)[O:38][c:39]1[cH:40][cH:41][c:42](-[c:45]2[c:46]([Br:62])[c:47]([CH:56]=[CH:57][C:58](=[O:59])[OH:60])[n:48][n:49]2[CH:50]2[CH2:51][CH2:52][CH2:53][CH2:54][CH2:55]2)[cH:43][cH:44]1.